describe an organic reaction: reactants, conditions, products, and yield From a dataset of the Open Reaction Database (ORD), a public repository of structured organic reaction records. The reactants are CP1(C=CCC1)=O (1-methyl-1-oxophospholine), O=O (oxygen), COP(O)C (methane phosphonous acid methyl ester). Conditions: time 90 minute. Yields the product COP(=O)(C)C1P(CCC1)(=O)C (1-methyl-1-oxophospholanyl methyl phosphinic acid methyl ester). The yield is 277.5%. RXN SMILES: [CH3:1][P:2]1(=[O:7])[CH2:6][CH2:5][CH:4]=[CH:3]1.O=O.[CH3:10][O:11][P:12]([CH3:14])[OH:13]>>[CH3:10][O:11][P:12]([CH:3]1[CH2:4][CH2:5][CH2:6][P:2]1([CH3:1])=[O:7])([CH3:14])=[O:13]. Procedure: 6 g of tert.-butyl peroctoate in 30 g of methane phosphonous acid methyl ester and 116 g of 1-methyl-1-oxophospholine are added dropwise to 282 g of oxygen-free methane phosphonous acid methyl ester at 120° C. with stirring. The reaction time is 90 minutes. Excess methane phosphonous acid methyl ester and a small quantity of 1-methyl-oxophospholine are distilled off. The residue, consisting of 205 g of 1-methyl-1-oxophospholanyl-methyl phosphinic acid methyl ester is purified by distillation und... The reactants are CC(CC1=CC=CC=C1)(C)O (1,1 -dimethyl-2-phenylethylalcohol), [N+](=O)([O-])C1=CC=C(C=C1)Cl (4-nitrochlorobenzene), [N+](=O)([O-])C1=CC=C(C=C1)F (4-nitrofluorobenzene), CC(CO)(C1=CC=CC=C1)C (2,2-dimethyl-2-phenylethylalcohol). Product: CC(CC1=CC=CC=C1)(OC1=CC=C(C=C1)[N+](=O)[O-])C (4-(1,1-dimethyl-2-phenylethyloxy)-nitrobenzene). Reaction SMILES: [CH3:1][C:2]([OH:11])([CH3:10])[CH2:3][C:4]1[CH:9]=[CH:8][CH:7]=[CH:6][CH:5]=1.[N+:12]([C:15]1[CH:20]=[CH:19][C:18](F)=[CH:17][CH:16]=1)([O-:14])=[O:13].CC(C)(C1C=CC=CC=1)CO.[N+](C1C=CC(Cl)=CC=1)([O-])=O>>[CH3:10][C:2]([CH3:1])([O:11][C:18]1[CH:19]=[CH:20][C:15]([N+:12]([O-:14])=[O:13])=[CH:16][CH:17]=1)[CH2:3][C:4]1[CH:9]=[CH:8][CH:7]=[CH:6][CH:5]=1. Procedure details: By a similar manner to reference example 1, 1,1 -dimethyl-2-phenylethylalcohol and 4-nitrofluorobenzene are used in place of 2,2-dimethyl-2-phenylethylalcohol and 4-nitrochlorobenzene respectively to give 4-(1,1-dimethyl-2-phenylethyloxy)-nitrobenzene. Melting point: 78°-79° C. Procedure details: To a solution of 4-amino-5-chloro-2-methoxybenzoic acid (4 g, 0.019 mol) in water (60 mL) was added hydrochloric acid (35%, 0.63 mL) and the mixture was stirred vigorously and cooled to 5° C. Then a solution of sodium nitrite (1.92 g, 0.027 mol) in water (6 mL) was added dropwise. The mixture was stirred for some minutes and then a previously formed solution of copper cyanide (2.32 g, 0.026 mol) and sodium cyanide (3.65 g, 0.074 mol) in water (20 mL) was added dropwise maintaining a low temperat... Starting materials: N(=O)[O-].[Na+] (sodium nitrite), [Cu](C#N)C#N (copper cyanide), [C-]#N.[Na+] (sodium cyanide), NC1=CC(=C(C(=O)O)C=C1Cl)OC (4-amino-5-chloro-2-methoxybenzoic acid), Cl (hydrochloric acid). The solvent is O (water), C(C)(=O)OCC (ethyl acetate), O (water), O (water). As a reaction SMILES: N[C:2]1[C:10]([Cl:11])=[CH:9][C:5]([C:6]([OH:8])=[O:7])=[C:4]([O:12][CH3:13])[CH:3]=1.Cl.N([O-])=O.[Na+].[Cu](C#N)[C:20]#[N:21].[C-]#N.[Na+]>O.C(OCC)(=O)C>[Cl:11][C:10]1[C:2]([C:20]#[N:21])=[CH:3][C:4]([O:12][CH3:13])=[C:5]([CH:9]=1)[C:6]([OH:8])=[O:7] |f:2.3,5.6|. The product is ClC=1C(=CC(=C(C(=O)O)C1)OC)C#N (5-chloro-4-cyano-2-methoxybenzoic acid). Isolated yield 72.9%. Run at temperature 5 celsius. Reactants: C(C)(C)(C)OC(=O)N(C1=NC=C(C(=O)OCC)C=C1)C(=O)OC(C)(C)C (ethyl 6-(bis(tert-butoxycarbonyl)amino)nicotinate), [H-].[H-].[H-].[H-].[Li+].[Al+3] (LiAlH4), O (H2O), [OH-].[Na+] (NaOH). The solvent is C1CCOC1 (THF), C1CCOC1 (THF). Conditions: time 6 hour. The product is OCC=1C=CC(=NC1)NC(OC(C)(C)C)=O (tert-butyl 5-(hydroxymethyl)pyridin-2-ylcarbamate). The yield is 46.3%. As a reaction SMILES: [C:1]([O:5][C:6]([N:8](C(OC(C)(C)C)=O)[C:9]1[CH:19]=[CH:18][C:12]([C:13](OCC)=[O:14])=[CH:11][N:10]=1)=[O:7])([CH3:4])([CH3:3])[CH3:2].[H-].[H-].[H-].[H-].[Li+].[Al+3].O.[OH-].[Na+]>C1COCC1>[OH:14][CH2:13][C:12]1[CH:18]=[CH:19][C:9]([NH:8][C:6](=[O:7])[O:5][C:1]([CH3:3])([CH3:2])[CH3:4])=[N:10][CH:11]=1 |f:1.2.3.4.5.6,8.9|. Reported procedure: To a stirred solution of ethyl 6-(bis(tert-butoxycarbonyl)amino)nicotinate 115 (300 g, 819 mmol) in THF (1.2 L) was added LiAlH4 (57.6 g, 1.51 mol) in THF (3 L) over a period of 30 min at 0° C. The reaction mixture was stirred for 6 h, and H2O (30.0 ml) and 10% NaOH solution (60.0 mL) were added. The solids were removed by filtration and the filtrate was dried (Na2SO4) and concentrated. The crude residue was purified by flash chromatography (CH2Cl2; MeOH=40:1) to give 116 (85.0 g, 46% yield). Procedure details: In the same apparatus and procedures as EXAMPLE 1 above, 43.18 g (200 mmol) of 1,2,3,4-tetrachlorobenzene and 1.07 g (8.0 mmol) of aluminum chloride were alkylated with 9.30 g (40.0 mmol) of (1,2-dichloroethyl)trichlorosilane for 10 min at 130° C. The aluminum chloride catalyst was quenched with POCl3 and then stirred for another 30 min to complete the deactivation. Freshly distilled hexane(100 ml) was added to the reaction mixture and insoluble solids in hexane were filtered from the organic so... As a reaction SMILES: [Cl:1][C:2]1[CH:7]=[CH:6][C:5]([Cl:8])=[C:4]([Cl:9])[C:3]=1[Cl:10].[Cl-:11].[Al+3].[Cl-:13].[Cl-:14].Cl[CH:16]([Si:19]([Cl:22])([Cl:21])[Cl:20])[CH2:17]Cl>>[Cl:1][C:2]1[C:3]([Cl:10])=[C:4]([Cl:9])[C:5]([Cl:8])=[CH:6][C:7]=1[CH:17]([C:3]1[CH:4]=[C:5]([Cl:11])[C:6]([Cl:13])=[C:7]([Cl:14])[C:2]=1[Cl:1])[CH2:16][Si:19]([Cl:22])([Cl:21])[Cl:20] |f:1.2.3.4|. Yields the product ClC1=C(C=C(C(=C1Cl)Cl)Cl)C(C[Si](Cl)(Cl)Cl)C1=C(C(=C(C(=C1)Cl)Cl)Cl)Cl ([2,2-bis(2,3,4,5-tetrachlorophenyl) ethyl]trichlorosilane). The reactants are ClC1=C(C(=C(C=C1)Cl)Cl)Cl (1,2,3,4-tetrachlorobenzene), [Cl-].[Al+3].[Cl-].[Cl-] (aluminum chloride), ClC(CCl)[Si](Cl)(Cl)Cl ((1,2-dichloroethyl)trichlorosilane). The yield is 220.1%. Run at time 30 minute. Starting materials: C(C)OC=1C(=CSC1)NC=O (N-(4-ethoxy-3-thienyl)formamide), Cl (hydrogen chloride). The solvent is C(C)O (ethanol). Product: NC1=CSC=C1OCC (3-amino-4-ethoxythiophene). As a reaction SMILES: [CH2:1]([O:3][C:4]1[C:5]([NH:9]C=O)=[CH:6][S:7][CH:8]=1)[CH3:2].Cl>C(O)C>[NH2:9][C:5]1[C:4]([O:3][CH2:1][CH3:2])=[CH:8][S:7][CH:6]=1. Reported procedure: A mixture of 15.4 g. of N-(4-ethoxy-3-thienyl)formamide in 50 ml. of 2 N ethanolic hydrogen chloride and 90 ml. of ethanol is refluxed on a steam bath for 2 hours, filtered and evaporated to a residue. Water is added to the residue, which is cooled, made alkaline with 5 N sodium hydroxide and extracted with dichloromethane. The extracts are dried over magnesium dulfate, filtered and evaporated giving 3-amino-4-ethoxythiophene as a dark amber oil.